Dataset: the Open Reaction Database (ORD), a public repository of structured organic reaction records. Task: describe an organic reaction: reactants, conditions, products, and yield Starting materials: CN(C)C=O, Cc1[nH]c2cc(Cl)ccc2c1C(=O)N1CCC2(CC1)OCc1ccccc12, FC(F)(F)c1cc(CBr)cc(C(F)(F)F)c1, [H-], [Na+]. Product: Cc1c(C(=O)N2CCC3(CC2)OCc2ccccc23)c2ccc(Cl)cc2n1Cc1cc(C(F)(F)F)cc(C(F)(F)F)c1. RXN SMILES: [CH3:46][N:47]([CH3:48])[CH:49]=[O:50].[Cl:1][c:2]1[cH:3][cH:4][c:5]2[c:6]([C:12](=[O:13])[N:14]3[CH2:15][CH2:16][C:17]4([O:18][CH2:19][c:20]5[c:21]4[cH:22][cH:23][cH:24][cH:25]5)[CH2:26][CH2:27]3)[c:7]([CH3:11])[nH:8][c:9]2[cH:10]1.[F:30][C:31]([c:32]1[cH:33][c:34]([CH2:35][Br:36])[cH:37][c:38]([C:40]([F:41])([F:42])[F:43])[cH:39]1)([F:44])[F:45].[H-:28].[Na+:29]>>[Cl:1][c:2]1[cH:3][cH:4][c:5]2[c:6]([C:12](=[O:13])[N:14]3[CH2:15][CH2:16][C:17]4([O:18][CH2:19][c:20]5[c:21]4[cH:22][cH:23][cH:24][cH:25]5)[CH2:26][CH2:27]3)[c:7]([CH3:11])[n:8]([CH2:35][c:34]3[cH:33][c:32]([C:31]([F:30])([F:44])[F:45])[cH:39][c:38]([C:40]([F:41])([F:42])[F:43])[cH:37]3)[c:9]2[cH:10]1.